This data is from the Open Reaction Database (ORD), a public repository of structured organic reaction records. The task is: describe an organic reaction: reactants, conditions, products, and yield The reactants are N(=O)[O-].[Na+] (sodium nitrite), NC1=CC=C(C=C1)CC#N (4-aminophenylacetonitrile). The solvent is O (water), Cl (hydrochloric acid). Conditions: time 8 hour. Yields the product N(N)C1=CC=C(C=C1)CC#N (4-Hydrazinophenylacetonitrile). As a reaction SMILES: [N:1]([O-])=O.[Na+].[NH2:5][C:6]1[CH:11]=[CH:10][C:9]([CH2:12][C:13]#[N:14])=[CH:8][CH:7]=1>O.Cl>[NH:5]([C:6]1[CH:11]=[CH:10][C:9]([CH2:12][C:13]#[N:14])=[CH:8][CH:7]=1)[NH2:1] |f:0.1|. Procedure details: A solution of sodium nitrite (1.9 g) in water (16 ml) was added dropwise to a suspension of 4-aminophenylacetonitrile (3.6 g) in concentrated hydrochloric acid (37 ml) so that the temperature did not exceed +2° C. The resulting mixture was stirred overnight (room temperature), the yellow solid collected, washed with cold ethanol (20 ml) and ether (50 ml), dried (vacuum) to give the title compound as a yellow solid. The reactants are [H-].[Na+] (sodium hydride), C(C)(C)(CC)C1=C(C=CC(=C1)C(C)(C)CC)O (2,4-di-tert-pentylphenol), C(C)OCC (diethyl ether), BrC1=C(C(=O)OC)C=C(C=C1)OC (methyl 2-bromo-5-methoxylbenzoate), CCCCCCC (heptane). The reagents and catalysts are [Cu]Cl (Copper (I) chloride). The solvent is N1=CC=CC=C1 (pyridine), N1=CC=CC=C1 (pyridine), C(C)(=O)OCC (ethyl acetate). Yields the product C(C)(C)(CC)C1=C(OC2=C(C(=O)OC)C=C(C=C2)COC)C=CC(=C1)C(C)(C)CC (Methyl 2-(2,4-di-tert-pentylphenoxy)-5-methoxymethylbenzoate). Isolated yield 90.0%. As a reaction SMILES: [H-].[Na+].[C:3]([C:8]1[CH:13]=[C:12]([C:14]([CH2:17][CH3:18])([CH3:16])[CH3:15])[CH:11]=[CH:10][C:9]=1[OH:19])([CH2:6][CH3:7])([CH3:5])[CH3:4].Br[C:21]1[CH:30]=[CH:29][C:28](OC)=[CH:27][C:22]=1[C:23]([O:25][CH3:26])=[O:24].CCCCCCC.[CH2:40]([O:42][CH2:43]C)C>N1C=CC=CC=1.[Cu]Cl.C(OCC)(=O)C>[C:3]([C:8]1[CH:13]=[C:12]([C:14]([CH2:17][CH3:18])([CH3:16])[CH3:15])[CH:11]=[CH:10][C:9]=1[O:19][C:21]1[CH:30]=[CH:29][C:28]([CH2:40][O:42][CH3:43])=[CH:27][C:22]=1[C:23]([O:25][CH3:26])=[O:24])([CH2:6][CH3:7])([CH3:5])[CH3:4] |f:0.1|. Reported procedure: To a solution of sodium hydride (1.2 g, 0.05 mol) in pyridine (60 mL), was added a solution of 2,4-di-tert-pentylphenol (12.9 g, 0.055 mol) in pyridine (20 mL) with stirring. Gas evolution ceased in approximately 1.5 hr at which time methyl 2-bromo-5-methoxylbenzoate was added. Copper (I) chloride (1.24 g, 0.0126 mol) was added and the mixture heated to reflux for 8 hours. The reaction mixture was diluted with diethyl ether (100 mL) and washed with 3N HCl (3×50 mL) and then washed with saturated... Reactants: C(C)(C)(C)OC(=O)NS(=O)(=O)NC=1C=C(CN(CC(=O)OC(C)(C)C)C(C(F)(F)F)=O)C=CC1 (tert-butyl N-(3-{[(tert-butoxycarbonyl)sulfamoyl]amino}benzyl)-N-(trifluoroacetyl)glycinate), C([O-])([O-])=O.[K+].[K+] (potassium carbonate). The solvent is CO (methanol). Reaction conditions: time 5 hour. Yields the product C(C)(C)(C)OC(=O)NS(=O)(=O)NC=1C=C(CNCC(=O)OC(C)(C)C)C=CC1 (tert-butyl N-(3-{[(tert-butoxycarbonyl)sulfamoyl]amino}benzyl)glycinate). Yield: 77.6%. RXN SMILES: [C:1]([O:5][C:6]([NH:8][S:9]([NH:12][C:13]1[CH:14]=[C:15]([CH:32]=[CH:33][CH:34]=1)[CH2:16][N:17](C(=O)C(F)(F)F)[CH2:18][C:19]([O:21][C:22]([CH3:25])([CH3:24])[CH3:23])=[O:20])(=[O:11])=[O:10])=[O:7])([CH3:4])([CH3:3])[CH3:2].C(=O)([O-])[O-].[K+].[K+]>CO>[C:1]([O:5][C:6]([NH:8][S:9]([NH:12][C:13]1[CH:14]=[C:15]([CH:32]=[CH:33][CH:34]=1)[CH2:16][NH:17][CH2:18][C:19]([O:21][C:22]([CH3:25])([CH3:24])[CH3:23])=[O:20])(=[O:10])=[O:11])=[O:7])([CH3:4])([CH3:2])[CH3:3] |f:1.2.3|. Procedure: To tert-butyl N-(3-{[(tert-butoxycarbonyl)sulfamoyl]amino}benzyl)-N-(trifluoroacetyl)glycinate (2.19 g) were added a 50% aqueous methanol solution (43.9 mL) and potassium carbonate (1.19 g), followed by stirring at room temperature for 5 hours. The reaction mixture was concentrated under reduced pressure, and then the residue was dissolved in water, followed by neutralization with 1 M hydrochloric acid. The mixture was extracted with a mixed solvent of n-butanol and ethyl acetate, dried over anh... Reactants: N1(N=CN=C1)C1=CC=C(N)C=C1 (4-(1,2,4-triazol-1-yl)aniline), N=1N=CN(C1)C=1C=C2C(=CNC2=CC1)CCO (2-[5-(1,2,4-triazol-4-yl)-1H-indol-3-yl]ethyl alcohol), D6. Run in CS(=O)C (DMSO). Yields the product N1(N=CN=C1)C=1C=C2C(=CNC2=CC1)CCO (2-[5-(1,2,4-Triazol-1-yl)-1H-indol-3-yl]ethyl alcohol). As a reaction SMILES: [N:1]1([C:6]2[CH:12]=[CH:11][C:9]([NH2:10])=[CH:8][CH:7]=2)[CH:5]=[N:4][CH:3]=[N:2]1.N1N=CN(C2C=[C:20]3C(=CC=2)NC=[C:21]3[CH2:27][CH2:28][OH:29])C=1>CS(C)=O>[N:1]1([C:6]2[CH:12]=[C:11]3[C:9](=[CH:8][CH:7]=2)[NH:10][CH:20]=[C:21]3[CH2:27][CH2:28][OH:29])[CH:5]=[N:4][CH:3]=[N:2]1. Procedure: Prepared from 4-(1,2,4-triazol-1-yl)aniline (EP497512) as described for Intermediate 3, δ (250 MHz, D6 -DMSO) 2.89 (2H, t, J=7.2 Hz, CH2), 3.64-3.74 (2H, m, CH2), 4.67 (1H, t, J=5.3 Hz, OH), 7.29 (1H, d, J=2.3 Hz, Ar--H), 7.47 (1H, dd, J=8.7 and 1.5 Hz, Ar--H), 7.53 (1H, dd, J=8.7 and 2.3 Hz, Ar--H), 7.95 (1H, d, J=1.9 Hz, Ar--H), 8.19 (1H, s, Ar--H), 9.19 (1H, s, Ar--H), 11.10 (1H, s, NH). Starting materials: [BH4-].[Na+] (sodium borohydride), ClC1=CC=C(C=C1)C=1N=C2N(C=C(C=C2)C2=C3CCCC(C3=CC=C2)=O)C1 (5-[2-(4-chlorophenyl)imidazo[1,2-a]pyridin-6-yl]-3,4-dihydro-2H-naphth-1-one). Run in CO (methanol). Conditions: time 2 hour. The product is ClC1=CC=C(C=C1)C=1N=C2N(C=C(C=C2)C2=C3CCCC(C3=CC=C2)O)C1 (5-[2-(4-Chlorophenyl)imidazo[1,2-a]pyridin-6-yl]-1,2,3,4-tetrahydronaphth-1-ol). Isolated yield 63.1%. As a reaction SMILES: [BH4-].[Na+].[Cl:3][C:4]1[CH:9]=[CH:8][C:7]([C:10]2[N:11]=[C:12]3[CH:17]=[CH:16][C:15]([C:18]4[CH:27]=[CH:26][CH:25]=[C:24]5[C:19]=4[CH2:20][CH2:21][CH2:22][C:23]5=[O:28])=[CH:14][N:13]3[CH:29]=2)=[CH:6][CH:5]=1>CO>[Cl:3][C:4]1[CH:9]=[CH:8][C:7]([C:10]2[N:11]=[C:12]3[CH:17]=[CH:16][C:15]([C:18]4[CH:27]=[CH:26][CH:25]=[C:24]5[C:19]=4[CH2:20][CH2:21][CH2:22][CH:23]5[OH:28])=[CH:14][N:13]3[CH:29]=2)=[CH:6][CH:5]=1 |f:0.1|. Reported procedure: 169 mg of sodium borohydride are added portionwise to 167 mg of 5-[2-(4-chlorophenyl)imidazo[1,2-a]pyridin-6-yl]-3,4-dihydro-2H-naphth-1-one dissolved in 15 ml of methanol. The mixture is stirred at ambient temperature for 2 hours and then the solvent is evaporated under reduced pressure. The residue is taken up between water and ethyl acetate. The organic phase is separated by settling, dried over sodium sulphate and concentrated under reduced pressure. 106 mg of compound are obtained. Reactants: O=S(Cl)Cl (SOCl2), C1(=CC=CC=C1)NCC(=O)O (phenylglycin), C(C)O (ethanol). Conditions: time 8 hour. Product: Cl.C(C)OC(CNC1=CC=CC=C1)=O (Phenylglycin ethylester hydrochloride). Isolated yield 98.0%. As a reaction SMILES: O=S(Cl)[Cl:3].[C:5]1([NH:11][CH2:12][C:13]([OH:15])=[O:14])[CH:10]=[CH:9][CH:8]=[CH:7][CH:6]=1.[CH2:16](O)[CH3:17]>>[ClH:3].[CH2:16]([O:14][C:13](=[O:15])[CH2:12][NH:11][C:5]1[CH:10]=[CH:9][CH:8]=[CH:7][CH:6]=1)[CH3:17] |f:3.4|. Procedure details: 22 mL of SOCl2 were added dropwise to a solution of 30 g of phenylglycin 1 (198.5 mmol) in 200 mL of anhydrous ethanol. A gentle reflux occurred spontaneously and it was maintained for 3 h. The reaction was allowed to cool to room temperature and was stirred overnight. The solvent was removed under vacuum to afford 41.8 g of 2 as a white powder (98% yield). RXN SMILES: [F:5][c:6]1[c:7](-[c:13]2[cH:14][cH:15][c:16]([CH:19]([CH2:20][C:21](=[O:22])[OH:23])[CH3:24])[cH:17][cH:18]2)[cH:8][cH:9][c:10]([F:12])[cH:11]1.[S:1]([Cl:2])([Cl:3])=[O:4].[cH:25]1[cH:26][cH:27][cH:28][cH:29][cH:30]1>>[Cl:3][C:21]([CH2:20][CH:19]([c:16]1[cH:15][cH:14][c:13](-[c:7]2[c:6]([F:5])[cH:11][c:10]([F:12])[cH:9][cH:8]2)[cH:18][cH:17]1)[CH3:24])=[O:22]. Starting materials: CC(CC(=O)O)c1ccc(-c2ccc(F)cc2F)cc1, O=S(Cl)Cl, c1ccccc1. Yields the product CC(CC(=O)Cl)c1ccc(-c2ccc(F)cc2F)cc1.